Task: describe an organic reaction: reactants, conditions, products, and yield. Dataset: the Open Reaction Database (ORD), a public repository of structured organic reaction records The reactants are CC(C)=O, [N-]=[N+]=[N-], [Na+], O, O=C(Cl)c1ccc(-c2ccccn2)s1. Product: [N-]=[N+]=NC(=O)c1ccc(-c2ccccn2)s1. As a reaction SMILES: [CH3:20][C:21](=[O:22])[CH3:23].[N-:16]=[N+:17]=[N-:18].[Na+:15].[OH2:19].[n:1]1[c:2](-[c:7]2[cH:8][cH:9][c:10]([C:12](=[O:13])[Cl:14])[s:11]2)[cH:3][cH:4][cH:5][cH:6]1>>[n:1]1[c:2](-[c:7]2[cH:8][cH:9][c:10]([C:12](=[O:13])[N:16]=[N+:17]=[N-:18])[s:11]2)[cH:3][cH:4][cH:5][cH:6]1. Starting materials: 95, N=1CCN2C1SC1=C2C=CC=C1 (2,3-dihydroimidazo[2,1-b]benzothiazole), [N+](=O)(O)[O-] (nitric acid). Solvent: CC(C)O (2-propanol). The product is 129, [N+](=O)(O)[O-].N=1CCN2C1SC1=C2C=CC=C1 (2,3-dihydroimidazo[2,1-b]benzothiazole mononitrate). Isolated yield 100.0%. As a reaction SMILES: [N:1]1[CH2:2][CH2:3][N:4]2[C:8]3[CH:9]=[CH:10][CH:11]=[CH:12][C:7]=3[S:6][C:5]=12.[N+:13]([O-:16])([OH:15])=[O:14]>CC(O)C>[N+:13]([O-:16])([OH:15])=[O:14].[N:1]1[CH2:2][CH2:3][N:4]2[C:8]3[CH:9]=[CH:10][CH:11]=[CH:12][C:7]=3[S:6][C:5]=12 |f:3.4|. Procedure details: To a stirred solution of 95 parts of 2,3-dihydroimidazo[2,1-b]benzothiazole in 480 parts of 2-propanol are added 57 parts of nitric acid solution 66%. The formed nitrate salt is filtered off and dried, yielding 129 parts (100%) of 2,3-dihydroimidazo[2,1-b]benzothiazole mononitrate; mp. 163.7° C.